This data is from the Open Reaction Database (ORD), a public repository of structured organic reaction records. The task is: describe an organic reaction: reactants, conditions, products, and yield Reactants: C(C)OC1=C(C(=NC(=N1)SC)N1CCSCC1)[N+](=O)[O-] (6-ethoxy-2-methylthio-5-nitro-4-thiomorpholino-pyrimidine), molten, N1CCNCC1 (piperazine), ice water. Reaction conditions: temperature 110 celsius. The product is C(C)OC1=C(C(=NC(=N1)N1CCNCC1)N1CCSCC1)[N+](=O)[O-] (6-Ethoxy-5-nitro-2-piperazino-4-thiomorpholino-pyrimidine). Reaction SMILES: [CH2:1]([O:3][C:4]1[N:9]=[C:8](SC)[N:7]=[C:6]([N:12]2[CH2:17][CH2:16][S:15][CH2:14][CH2:13]2)[C:5]=1[N+:18]([O-:20])=[O:19])[CH3:2].[NH:21]1[CH2:26][CH2:25][NH:24][CH2:23][CH2:22]1>>[CH2:1]([O:3][C:4]1[N:9]=[C:8]([N:21]2[CH2:26][CH2:25][NH:24][CH2:23][CH2:22]2)[N:7]=[C:6]([N:12]2[CH2:17][CH2:16][S:15][CH2:14][CH2:13]2)[C:5]=1[N+:18]([O-:20])=[O:19])[CH3:2]. Reported procedure: 23 gm (0.07 mol) of 6-ethoxy-2-methylthio-5-nitro-4-thiomorpholino-pyrimidine were added to 68 gm (0.8 mol) of molten piperazine, and the mixture was heated at 110°C for 1 hour. After cooling, ice water was added to the reaction mixture, and the yellow precipitate formed thereby was suction-filtered off, washed with water and recrystallized from isopropanol. Yield: 18 gm (70% of theory); m.p. 166.5°-168.5°C